From a dataset of the Open Reaction Database (ORD), a public repository of structured organic reaction records. describe an organic reaction: reactants, conditions, products, and yield RXN SMILES: [BH3:18].[C:19](=[O:20])([OH:21])[O-:22].[CH3:1][O:2][C:3](=[O:4])[CH:5]1[N:6]([S:14](=[O:15])(=[O:16])[CH3:17])[CH2:7][CH:8]([C:11](=[O:12])[OH:13])[CH2:9][CH2:10]1.[Na+:23].[O:24]1[CH2:25][CH2:26][CH2:27][CH2:28]1>>[CH3:1][O:2][C:3](=[O:4])[CH:5]1[N:6]([S:14](=[O:15])(=[O:16])[CH3:17])[CH2:7][CH:8]([CH2:11][OH:12])[CH2:9][CH2:10]1. Product: COC(=O)C1CCC(CO)CN1S(C)(=O)=O. The reactants are B, O=C([O-])O, COC(=O)C1CCC(C(=O)O)CN1S(C)(=O)=O, [Na+], C1CCOC1. The reactants are COC(CCC=1C(N(CCC1)CC1=C(C=C(C=C1)OC)OC)=O)=O (3-[1-(2,4-dimethoxybenzyl)-2-oxo-1,2,5,6-tetrahydro-pyridin-3-yl]-propionic acid methyl ester), C(C)[SiH](CC)CC (triethyl silane). The solvent is FC(C(=O)O)(F)F (trifluoroacetic acid). Conditions: temperature 80 celsius. The product is COC(CCC=1C(NCCC1)=O)=O (3-(2-oxo-1,2,5,6-tetrahydro-pyridin-3-yl)-propionic acid methyl ester). The yield is 74.0%. As a reaction SMILES: [CH3:1][O:2][C:3](=[O:24])[CH2:4][CH2:5][C:6]1[C:7](=[O:23])[N:8](CC2C=CC(OC)=CC=2OC)[CH2:9][CH2:10][CH:11]=1.C([SiH](CC)CC)C>FC(F)(F)C(O)=O>[CH3:1][O:2][C:3](=[O:24])[CH2:4][CH2:5][C:6]1[C:7](=[O:23])[NH:8][CH2:9][CH2:10][CH:11]=1. Procedure details: 310 mg of 3-[1-(2,4-dimethoxybenzyl)-2-oxo-1,2,5,6-tetrahydro-pyridin-3-yl]-propionic acid methyl ester (d) (0.93 mM) was dissolved in 3 ml of trifluoroacetic acid solution. Then 0.222 ml of triethyl silane (1.395 mmol) was added thereto and the mixture was heated for 20 min at 80° C. The solvent was removed in vacuo and the remaining residue was diluted in 20 ml of chloroform. The organic layer was washed with 5 ml of sat. NaHCO3 solution and 5 ml of sat. NaCl solution. Then the organic layer w... The reactants are CNC, O=c1n(Cc2ccc(Cl)nc2)nc2c(-c3ccncc3)c(-c3ccc(Cl)cc3)cnn12, O. Product: CN(C)c1ccc(Cn2nc3c(-c4ccncc4)c(-c4ccc(Cl)cc4)cnn3c2=O)cn1. RXN SMILES: [CH3:32][NH:33][CH3:34].[Cl:1][c:2]1[cH:3][cH:4][c:5](-[c:8]2[c:9](-[c:26]3[cH:27][cH:28][n:29][cH:30][cH:31]3)[c:10]3[n:11]([n:12][cH:13]2)[c:14](=[O:25])[n:15]([CH2:17][c:18]2[cH:19][n:20][c:21]([Cl:24])[cH:22][cH:23]2)[n:16]3)[cH:6][cH:7]1.[OH2:35]>>[Cl:1][c:2]1[cH:3][cH:4][c:5](-[c:8]2[c:9](-[c:26]3[cH:27][cH:28][n:29][cH:30][cH:31]3)[c:10]3[n:11]([n:12][cH:13]2)[c:14](=[O:25])[n:15]([CH2:17][c:18]2[cH:19][n:20][c:21]([N:33]([CH3:32])[CH3:34])[cH:22][cH:23]2)[n:16]3)[cH:6][cH:7]1. The reactants are NC(=O)OCC1c2c(O)cc(C=O)cc2N2CC3NC3C1(O)O2, CCCCCCCC(=O)Cl, CN(C)C=O, c1ccncc1. Yields the product CCCCCCCC(=O)N1C2CN3OC(O)(C(COC(N)=O)c4c(O)cc(C=O)cc43)C21. RXN SMILES: [C:1]([NH2:2])([O:3][CH2:4][CH:5]1[c:6]2[c:7]([OH:22])[cH:8][c:9]([CH:20]=[O:21])[cH:10][c:11]2[N:12]2[CH2:13][CH:14]3[NH:15][CH:16]3[C:17]1([OH:19])[O:18]2)=[O:23].[C:24]([CH2:25][CH2:26][CH2:27][CH2:28][CH2:29][CH2:30][CH3:31])(=[O:32])[Cl:33].[CH3:34][N:35]([CH3:36])[CH:37]=[O:38].[cH:39]1[cH:40][cH:41][n:42][cH:43][cH:44]1>>[C:1]([NH2:2])([O:3][CH2:4][CH:5]1[c:6]2[c:7]([OH:22])[cH:8][c:9]([CH:20]=[O:21])[cH:10][c:11]2[N:12]2[CH2:13][CH:14]3[N:15]([C:24]([CH2:25][CH2:26][CH2:27][CH2:28][CH2:29][CH2:30][CH3:31])=[O:32])[CH:16]3[C:17]1([OH:19])[O:18]2)=[O:23]. The reactants are phosphazene, OC1COC1 (3-hydroxyoxetane), ClC1=NOC(=N1)C1CN(CC(C1)C1=CC=C(C=C1)C(F)(F)F)C(=O)N1CCOCC1 ({3-(3-Chloro-1,2,4-oxadiazol-5-yl)-5-[4-(trifluoromethyl)phenyl]piperidin-1-yl}(morpholin-4-yl)methanone). Solvent: O1CCOCC1 (1,4-dioxane), O1CCOCC1 (1,4-dioxane). Run at time 2 hour. Yields the product N1(CCOCC1)C(=O)N1CC(CC(C1)C1=CC=C(C=C1)C(F)(F)F)C1=NC(=NO1)OC1COC1 (Morpholin-4-yl{3-[3-(oxetan-3-yloxy)-1,2,4-oxadiazol-5-yl]-5-[4-(trifluoromethyl)phenyl]-piperidin-1-yl}methanone). RXN SMILES: [OH:1][CH:2]1[CH2:5][O:4][CH2:3]1.Cl[C:7]1[N:11]=[C:10]([CH:12]2[CH2:17][CH:16]([C:18]3[CH:23]=[CH:22][C:21]([C:24]([F:27])([F:26])[F:25])=[CH:20][CH:19]=3)[CH2:15][N:14]([C:28]([N:30]3[CH2:35][CH2:34][O:33][CH2:32][CH2:31]3)=[O:29])[CH2:13]2)[O:9][N:8]=1>O1CCOCC1>[N:30]1([C:28]([N:14]2[CH2:15][CH:16]([C:18]3[CH:19]=[CH:20][C:21]([C:24]([F:26])([F:27])[F:25])=[CH:22][CH:23]=3)[CH2:17][CH:12]([C:10]3[O:9][N:8]=[C:7]([O:1][CH:2]4[CH2:5][O:4][CH2:3]4)[N:11]=3)[CH2:13]2)=[O:29])[CH2:31][CH2:32][O:33][CH2:34][CH2:35]1. Procedure details: To a solution of 83.3 mg (1.12 mmol) of 3-hydroxyoxetane in 4.00 ml of 1,4-dioxane were added, at RT, 4 Å molecular sieve and 0.23 ml (0.45 mmol; 2 M solution in THF) of phosphazene P4 base. Subsequently, 100 mg (0.225 mmol) of the oxadiazole from Example 23A in 2.0 ml of 1,4-dioxane were added and the reaction mixture was stirred at RT for 2 h. The reaction mixture was filtered, diluted with dichloromethane and washed with 1 N aqueous hydrogen chloride solution. The organic phase was dried over...